This data is from the Open Reaction Database (ORD), a public repository of structured organic reaction records. The task is: describe an organic reaction: reactants, conditions, products, and yield Reactants: C(C1=CC=CC=C1)N1CCC(CC1)(O)C1=C(C=CC=C1)OC (1-Benzyl-4-(2-methoxyphenyl)piperidin-4-ol), S([O-])(O)(=O)=O.[K+] (potassium bisulphate), C([O-])([O-])=O.[Na+].[Na+] (sodium carbonate). Solvent: O (water). Reaction conditions: temperature 160 celsius. Yields the product C(C1=CC=CC=C1)N1CCC(=CC1)C1=C(C=CC=C1)OC (1-benzyl-4-(2-methoxyphenyl)-1,2,3,6-tetrahydropyridine). The yield is 47.3%. RXN SMILES: [CH2:1]([N:8]1[CH2:13][CH2:12][C:11]([C:15]2[CH:20]=[CH:19][CH:18]=[CH:17][C:16]=2[O:21][CH3:22])(O)[CH2:10][CH2:9]1)[C:2]1[CH:7]=[CH:6][CH:5]=[CH:4][CH:3]=1.S(=O)(=O)(O)[O-].[K+].C(=O)([O-])[O-].[Na+].[Na+]>O>[CH2:1]([N:8]1[CH2:9][CH:10]=[C:11]([C:15]2[CH:20]=[CH:19][CH:18]=[CH:17][C:16]=2[O:21][CH3:22])[CH2:12][CH2:13]1)[C:2]1[CH:3]=[CH:4][CH:5]=[CH:6][CH:7]=1 |f:1.2,3.4.5|. Procedure: 1-Benzyl-4-(2-methoxyphenyl)piperidin-4-ol (4.5 g, 15.15 mmol) was mixed with anhydrous potassium bisulphate (8.0 g, 58.56 mmol) and heated to 160° C. under vacuum at 10 mm Hg for 0.5 h. The flask was cooled, the contents dissolved in water and the solution was saturated with sodium carbonate and extracted with ether (2×1100 mL). The organic layer was washed with brine, dried over anhydrous Na2SO4, filtered and concentrated under reduced pressure and the residue was purified by silica gel column... Starting materials: [N+](=O)([O-])C=1C=CC2=C(N(C(O2)=O)CC#C)C1 (5-nitro-3-(2-propynyl)-3H-benzoxazol-2-one), resultant mixture, O (water). Reagents/catalysts: [Fe] (iron). Solvent: C(C)(=O)O (acetic acid), C(C)(=O)OCC (ethyl acetate), C(C)(=O)O (acetic acid). Run at temperature 80 celsius. Yields the product NC=1C=CC2=C(N(C(O2)=O)CC#C)C1 (5-amino-3-(2-propynyl)-3H-benzoxazol-2-one). Yield: 54.5%. Reaction SMILES: [N+:1]([C:4]1[CH:5]=[CH:6][C:7]2[O:11][C:10](=[O:12])[N:9]([CH2:13][C:14]#[CH:15])[C:8]=2[CH:16]=1)([O-])=O.O>C(O)(=O)C.C(OCC)(=O)C.[Fe]>[NH2:1][C:4]1[CH:5]=[CH:6][C:7]2[O:11][C:10](=[O:12])[N:9]([CH2:13][C:14]#[CH:15])[C:8]=2[CH:16]=1. Reported procedure: Electrolytic iron (11.39 g) was suspended in 5% aqueous acetic acid solution (22 ml) and heated to 80° C. To the suspension, a solution of 5-nitro-3-(2-propynyl)-3H-benzoxazol-2-one (4.15 g) in acetic acid (20 ml) and ethyl acetate (20 ml) was dropwise added, and the resultant mixture was stirred at 70° C. for 3 hours. After being allowed to cool, water was added to the mixture, which was then extracted with ethyl acetate. The extract was washed with water and sodium bicarbonate solution, dried ... Reactants: ClCCl (dichloromethane), C[C@]12CCC(=O)C=C1CC[C@@H]3[C@@H]2[C@H](C[C@]4([C@H]3CC[C@@]4(C(=O)CO)O)C)O (hydrocortisone), C(CC)N(C(CCC(=O)O)=O)CCC (N,N-di-n-propylsuccinamic acid), C1(CCCCC1)N=C=NC1CCCCC1 (dicyclohexylcarbodiimide). Solvent: N1=CC=CC=C1 (pyridine). Reaction conditions: time 10 minute. The product is C(=O)(NC1CCCCC1)NC1CCCCC1 (dicyclohexylurea). Isolated yield 78.3%. As a reaction SMILES: C[C@@]12[C@H]3[C@@H](O)C[C@]4(C)[C@@](O)(C(CO)=O)CC[C@H]4[C@@H]3CCC1=CC(=[O:6])CC2.C(N(CCC)C(=O)CCC(O)=O)CC.[CH:41]1([N:47]=[C:48]=[N:49][CH:50]2[CH2:55][CH2:54][CH2:53][CH2:52][CH2:51]2)[CH2:46][CH2:45][CH2:44][CH2:43][CH2:42]1.ClCCl>N1C=CC=CC=1>[C:48]([NH:47][CH:41]1[CH2:42][CH2:43][CH2:44][CH2:45][CH2:46]1)([NH:49][CH:50]1[CH2:55][CH2:54][CH2:53][CH2:52][CH2:51]1)=[O:6]. Reported procedure: To a solution of hydrocortisone (5 g, 0.014 mole) and N,N-di-n-propylsuccinamic acid (2.78 g, 0.014 mole) in 25 ml pyridine at room temperature was added dicyclohexylcarbodiimide (2.85 g, 0.014 mole). After the reaction was stirred 10 minutes, 25 ml dichloromethane was added to it to keep the suspension which had formed sufficiently fluid for stirring. After the reaction was stirred overnight, it was filtered. The residue was washed twice with CH2Cl2 and dried in the air to give 2.46 g (91% yiel... Reactants: COC(CNC(=O)NC1=CC(=CC=C1)[N+](=O)[O-])=O ([[(3-nitrophenyl)amino]carbonyl]aminoacetic acid methyl ester). Solvent: Cl (hydrochloride), CC(=O)C (acetone). Yields the product NC=1C=C(C=CC1)N1C(NCC1=O)=O (3-(3-Aminophenyl)-2,4-imidazolidinedione). The yield is 85.2%. RXN SMILES: CO[C:3](=[O:18])[CH2:4][NH:5][C:6]([NH:8][C:9]1[CH:14]=[CH:13][CH:12]=[C:11]([N+:15]([O-])=O)[CH:10]=1)=[O:7]>Cl.CC(C)=O>[NH2:15][C:11]1[CH:10]=[C:9]([N:8]2[C:3](=[O:18])[CH2:4][NH:5][C:6]2=[O:7])[CH:14]=[CH:13][CH:12]=1. Procedure: A suspension of [[[(3-nitrophenyl)amino]carbonyl]aminoacetic acid methyl ester (6.9 g, 27 mmol) in 6N aqueous hydrochloride solution (40 mL) and acetone (20 mL) was stirred at reflux overnight. The resulting solution was cooled and concentrated. The resulting yellowish suspension was filtered and the filter cake was washed with water (50 mL), aqueous sodium bicarbonate solution (50 mL), and air-dried to afford the title compound (4.4 g).